This data is from the Open Reaction Database (ORD), a public repository of structured organic reaction records. The task is: describe an organic reaction: reactants, conditions, products, and yield Reactants: C=CC=CCCCC (octadiene), S1(=O)(=O)CCCC1 (sulfolane), [P] (phosphorus), [PH4+] (phosphonium), C=CC=C (butadiene), C1(=CC=CC=C1)P(C1=CC=CC=C1)C1=CC(=CC=C1)S(=O)(=O)[O-].[Li+] (lithium diphenylphosphinobenzene-m-sulfonate), C(C)(=O)OC=CC=CCCCC (octadienyl acetate), C=CC=C (butadiene). Reagents/catalysts: [Pd] (palladium). Run in C(C)N(CC)CC (triethylamine), C(=O)O.C(C)N(CC)CC (triethylamine formate). Yields the product C=CCCCCC=C (1,7-octadiene), C=CCCCC=CC (1,6-octadiene). As a reaction SMILES: S1(CCCC1)(=O)=O.[P].[PH4+].C1(P(C2C=CC=C(S([O-])(=O)=O)C=2)C2C=CC=CC=2)C=CC=CC=1.[Li+].C(O[CH:38]=[CH:39][CH:40]=[CH:41][CH2:42][CH2:43][CH2:44][CH3:45])(=O)C.C=CC=C.[CH2:50]=[CH:51][CH:52]=[CH:53][CH2:54][CH2:55][CH2:56][CH3:57]>[Pd].C(N(CC)CC)C.C(O)=O.C(N(CC)CC)C>[CH2:38]=[CH:39][CH2:40][CH2:41][CH2:42][CH2:43][CH:44]=[CH2:45].[CH2:57]=[CH:56][CH2:55][CH2:54][CH2:53][CH:52]=[CH:51][CH3:50] |f:3.4,10.11|. Reported procedure: Example 1 was repeated with the same reaction equipment as used in Example 1, except that the composition of the reaction mixture in the reaction apparatus was maintained at 48.4% by weight of sulfolane, 1.23 mole/l of triethylamine formate, 2.1 mg-atom/l of a palladium catalyst (prepared from palladium acetate), 80.4 mg-atom/l (in terms of phosphorus atom) of an organic phosphorus compound (a phosphonium salt synthesized in the zone from lithium diphenylphosphinobenzene-m-sulfonate and octadien... Reactants: C(C)(C)NC(C)=NS(=O)(=O)C=CC1=CC(=C(C=C1)Cl)Cl (N-isopropyl-N'-(3,4-dichlorostyrylsulfonyl)acetamidine), [OH-].[Na+] (sodium hydroxide), CN(C(C1=CC=CC=C1)=N)C=CC1=CC=C(C=C1)[N+](=O)[O-] (N-Methyl-N-(4-nitrostyryl)benzamidine), CC(=O)C (acetone). Run in CS(=O)C (dimethylsulfoxide). Yields the product C(C)(C)N(C(C)=N)C=CC1=CC(=C(C=C1)Cl)Cl (N-isopropyl-N-(3,4-dichlorostyryl)acetamidine). RXN SMILES: C(NC(=NS([CH:11]=[CH:12][C:13]1[CH:18]=[CH:17][C:16]([Cl:19])=[C:15]([Cl:20])[CH:14]=1)(=O)=O)C)(C)C.[OH-].[Na+].C[N:24]([CH:33]=[CH:34]C1C=CC([N+]([O-])=O)=CC=1)[C:25](=[NH:32])[C:26]1C=CC=CC=1.[CH3:44]C(C)=O>CS(C)=O>[CH:33]([N:24]([CH:11]=[CH:12][C:13]1[CH:18]=[CH:17][C:16]([Cl:19])=[C:15]([Cl:20])[CH:14]=1)[C:25](=[NH:32])[CH3:26])([CH3:34])[CH3:44] |f:1.2|. Reported procedure: Treating N-isopropyl-N'-(3,4-dichlorostyrylsulfonyl)acetamidine with aqueous sodium hydroxide in acetone or dimethylsulfoxide according to the procedure of Example 32 (c) provides N-isopropyl-N-(3,4-dichlorostyryl)acetamidine. Reactants: C(C)O (ethanol), C1(=CC=CC=C1)C=1NC(=C(N1)C1=CC=CC=C1)C1=CC(=C(C=C1)N)NC(C)C (2,4-diphenyl-5-(3-(isopropyl)amino-4-aminophenyl)imidazole), C[O-].[Li+] (lithium methoxide), N#CBr (cyanogen bromide). Solvent: ClCCl (dichloromethane). Yields the product C(C)(C)N1C(=NC2=C1C=C(C=C2)C2=C(N=C(N2)C2=CC=CC=C2)C2=CC=CC=C2)N (1-isopropyl-2-amino-6-(2,4-diphenyl-1H-imidazol-5-yl)-1H-benzimidazole). The yield is 38.1%. As a reaction SMILES: [C:1]1([C:7]2[NH:8][C:9]([C:18]3[CH:23]=[CH:22][C:21]([NH2:24])=[C:20]([NH:25][CH:26]([CH3:28])[CH3:27])[CH:19]=3)=[C:10]([C:12]3[CH:17]=[CH:16][CH:15]=[CH:14][CH:13]=3)[N:11]=2)[CH:6]=[CH:5][CH:4]=[CH:3][CH:2]=1.C[O-].[Li+].[N:32]#[C:33]Br.C(O)C>ClCCl>[CH:26]([N:25]1[C:20]2[CH:19]=[C:18]([C:9]3[NH:8][C:7]([C:1]4[CH:2]=[CH:3][CH:4]=[CH:5][CH:6]=4)=[N:11][C:10]=3[C:12]3[CH:13]=[CH:14][CH:15]=[CH:16][CH:17]=3)[CH:23]=[CH:22][C:21]=2[N:24]=[C:33]1[NH2:32])([CH3:28])[CH3:27] |f:1.2|. Reported procedure: Stir a mixture of 2,4-diphenyl-5-(3-(isopropyl)amino-4-aminophenyl)imidazole (0.075 g, 0.20 mmol), lithium methoxide (0.41 mmol, 15 mg) and cyanogen bromide (0.6 mmol, 0.2 ml of 3N in dichloromethane) in dichloromethane (5 ml) under nitrogen for 1 hour. Add ethanol (5 ml), and continue stirring for 5 hours. Pour reaction mixture over an SCX column, and elute sequentially with methanol followed by 2N ammonia in methanol. Combine the basic fractions and concentrate under reduced pressure. Subject ...